From a dataset of the Open Reaction Database (ORD), a public repository of structured organic reaction records. describe an organic reaction: reactants, conditions, products, and yield Starting materials: solution, C(C)(C)(C)OC(=O)NC1C(C1)C=C (N-tert-Butoxycarbonyl-2-ethenylcyclopropylamine), C([O-])([O-])=O.[K+].[K+] (potassium carbonate), resultant solution, aqueous solution, [OH-].[Na+] (sodium hydroxide), B.C1CCOC1 (borane THF), OO (hydrogen peroxide). Solvent: C(Cl)(Cl)Cl (chloroform), CO (methanol), O1CCCC1 (tetrahydrofuran), C(C)(=O)OCC (ethyl acetate), O1CCCC1 (THF). Conditions: temperature 0 celsius, time 2.5 hour. Product: C(C)(C)(C)OC(=O)NC1C(C1)CCO (N-tert-butoxycarbonyl-2-(2'-hydroxyethyl)cyclopropylamine). Isolated yield 100.0%. Reaction SMILES: [C:1]([O:5][C:6]([NH:8][CH:9]1[CH2:11][CH:10]1[CH:12]=[CH2:13])=[O:7])([CH3:4])([CH3:3])[CH3:2].B.C1C[O:18]CC1.[OH-].[Na+].OO.C(=O)([O-])[O-].[K+].[K+]>O1CCCC1.C(OCC)(=O)C.C(Cl)(Cl)Cl.CO>[C:1]([O:5][C:6]([NH:8][CH:9]1[CH2:11][CH:10]1[CH2:12][CH2:13][OH:18])=[O:7])([CH3:4])([CH3:3])[CH3:2] |f:1.2,3.4,6.7.8|. Reported procedure: N-tert-Butoxycarbonyl-2-ethenylcyclopropylamine (3.96 g, 21.6 mmol) from Step C was dissolved in 21 mL of tetrahydrofuran (THF). A 1M solution of borane THF.complex in THF (43.27 mL, 2 equivalents) was added at 0° C. under a nitrogen atmosphere. After the reaction mixture was stirred at 0° C. for 2.5 h, TLC analysis (on silica gel plates eluted with 25% ethyl acetate in hexane) showed the presence of starting material. A second aliquot (2 mL) of the borane-THF solution was added. The reaction mi... Starting materials: ClC1=CC=C(CN2NCC(NC2=O)=O)C=C1 (2-(4'-chlorobenzyl)-hexahydro-1,2,4-triazine-3,5 dione), C(C)(=O)OC(C)=O (acetic anhydride). Run at time 8 hour. Product: C(C)(=O)N1N(C(NC(C1)=O)=O)CC1=CC=C(C=C1)Cl (1-acetyl-2-(4'-chlorobenzyl)-hexahydro-1,2,4-triazine-3,5-dione). Yield: 60.0%. Reaction SMILES: [Cl:1][C:2]1[CH:16]=[CH:15][C:5]([CH2:6][N:7]2[C:12](=[O:13])[NH:11][C:10](=[O:14])[CH2:9][NH:8]2)=[CH:4][CH:3]=1.[C:17](OC(=O)C)(=[O:19])[CH3:18]>>[C:17]([N:8]1[CH2:9][C:10](=[O:14])[NH:11][C:12](=[O:13])[N:7]1[CH2:6][C:5]1[CH:15]=[CH:16][C:2]([Cl:1])=[CH:3][CH:4]=1)(=[O:19])[CH3:18]. Reported procedure: Into a 100 ml round bottomed flask equipped with an efficient condenser and a calcium chloride tube were placed 10 ml of acetic anhydride and 0.5 g of 2-(4'-chlorobenzyl)-hexahydro-1,2,4-triazine-3,5 dione. The mixture was refluxed for 3 hours, then was cooled and poured on ice water, and left overnight. The crystals that separated were filtered off by suction and dried. The product was recrystallized from isopropanol to give 0.3 g (60%) of 1-acetyl-2-(4'-chlorobenzyl)-hexahydro-1,2,4-triazine-3... The reactants are [BH4-], O=Cc1csc2ccc(Br)cc12, CCO, NS(N)(=O)=O, [Na+], O. RXN SMILES: [BH4-:18].[Br:1][c:2]1[cH:3][cH:4][c:5]2[c:6]([c:7]([CH:10]=[O:11])[cH:8][s:9]2)[cH:12]1.[CH3:21][CH2:22][OH:23].[NH2:13][S:14]([NH2:15])(=[O:16])=[O:17].[Na+:19].[OH2:20]>>[Br:1][c:2]1[cH:3][cH:4][c:5]2[c:6]([c:7]([CH2:10][NH:13][S:14]([NH2:15])(=[O:16])=[O:17])[cH:8][s:9]2)[cH:12]1. Product: NS(=O)(=O)NCc1csc2ccc(Br)cc12. Reaction SMILES: [CH3:16][OH:17].[NH2:1][c:2]1[cH:3][cH:4][c:5]([Cl:11])[c:6]([C:7](=[O:8])[OH:9])[cH:10]1.[S:12]([Cl:13])([Cl:14])=[O:15]>>[NH2:1][c:2]1[cH:3][cH:4][c:5]([Cl:11])[c:6]([C:7]([O:8][CH3:16])=[O:9])[cH:10]1. The product is COC(=O)c1cc(N)ccc1Cl. The reactants are CO, Nc1ccc(Cl)c(C(=O)O)c1, O=S(Cl)Cl. The reactants are COC1=CC=C(C=C1)NC1CCN(CC1)C(=O)OC(C)(C)C (4-(p-Anisidino)-1-(tert-butoxycarbonyl)piperidine), ClCC1=CC(=NC=C1)C1=CC(=CC(=C1)F)F (4-chloromethyl-2-(3,5-difluorophenyl)pyridine). Yields the product C(C)(C)(C)OC(=O)N1CCC(CC1)N(C1=CC=C(C=C1)OC)CC1=CC(=NC=C1)C1=CC(=CC(=C1)F)F (1-(tert-Butoxycarbonyl)-4-[N-[[2-(3,5-difluorophenyl)pyridin-4-yl]methyl]-N-(4-methoxyphenyl)amino]piperidine). RXN SMILES: [CH3:1][O:2][C:3]1[CH:8]=[CH:7][C:6]([NH:9][CH:10]2[CH2:15][CH2:14][N:13]([C:16]([O:18][C:19]([CH3:22])([CH3:21])[CH3:20])=[O:17])[CH2:12][CH2:11]2)=[CH:5][CH:4]=1.Cl[CH2:24][C:25]1[CH:30]=[CH:29][N:28]=[C:27]([C:31]2[CH:36]=[C:35]([F:37])[CH:34]=[C:33]([F:38])[CH:32]=2)[CH:26]=1>>[C:19]([O:18][C:16]([N:13]1[CH2:14][CH2:15][CH:10]([N:9]([CH2:24][C:25]2[CH:30]=[CH:29][N:28]=[C:27]([C:31]3[CH:36]=[C:35]([F:37])[CH:34]=[C:33]([F:38])[CH:32]=3)[CH:26]=2)[C:6]2[CH:5]=[CH:4][C:3]([O:2][CH3:1])=[CH:8][CH:7]=2)[CH2:11][CH2:12]1)=[O:17])([CH3:22])([CH3:21])[CH3:20]. Reported procedure: 4-(p-Anisidino)-1-(tert-butoxycarbonyl)piperidine (306 mg) and 4-chloromethyl-2-(3,5-difluorophenyl)pyridine (240 mg) were condensed in the same manner as described in Example 9 to give the title compound. Starting materials: Cl, [Na+], C1CCOC1, [OH-], O=S(=O)(c1ccccc1)n1c2c(c3ccccc31)CCN(CC(O)C1CCC3(CC1)OCCO3)C2. Yields the product O=C1CCC(C(O)CN2CCc3c(n(S(=O)(=O)c4ccccc4)c4ccccc34)C2)CC1. Reaction SMILES: [ClH:1].[Na+:38].[O:39]1[CH2:40][CH2:41][CH2:42][CH2:43]1.[OH-:37].[c:2]1([S:8](=[O:9])(=[O:10])[n:11]2[c:12]3[cH:13][cH:14][cH:15][cH:16][c:17]3[c:18]3[c:23]2[CH2:22][N:21]([CH2:24][CH:25]([OH:26])[CH:27]2[CH2:28][CH2:29][C:30]4([O:31][CH2:34][CH2:33][O:32]4)[CH2:35][CH2:36]2)[CH2:20][CH2:19]3)[cH:3][cH:4][cH:5][cH:6][cH:7]1>>[c:2]1([S:8](=[O:9])(=[O:10])[n:11]2[c:12]3[cH:13][cH:14][cH:15][cH:16][c:17]3[c:18]3[c:23]2[CH2:22][N:21]([CH2:24][CH:25]([OH:26])[CH:27]2[CH2:28][CH2:29][C:30](=[O:31])[CH2:35][CH2:36]2)[CH2:20][CH2:19]3)[cH:3][cH:4][cH:5][cH:6][cH:7]1. The reactants are CC1=CC=C(O1)C(C1(COC1)C)N (C-(5-methylfuran-2-yl)-C-(3-methyloxetan-3-yl)methylamine), CC1=CC=C(O1)C(C1(COC1)C)N (C-(5-methylfuran-2-yl)-C-(3-methyloxetan-3-yl)methylamine), C(C)OC1=C(C(C1=O)=O)NC=1C(=C(C(=O)N2[C@H](CCC2)C(=O)O)C=CC1)O ((R)-1-[3-(2-ethoxy-3,4-dioxocyclobut-1-enylamino)-2-hydroxy-benzoyl]pyrrolidine-2-carboxylic acid). The solvent is C(C)OCC (diethyl ether), CO (methanol), CO (methanol). Run at time 3 day. Product: OC1=C(C(=O)N2[C@H](CCC2)C(=O)O)C=CC=C1NC1=C(C(C1=O)=O)NC(C1(COC1)C)C=1OC(=CC1)C ((R)-1-[2-Hydroxy-3-(2-{[(5-methylfuran-2-yl)-(3-methyloxetan-3-yl)methyl]amino}-3,4-dioxocyclobut1-enylamino)benzoyl]pyrrolidine-2-carboxylic acid). Isolated yield 58.6%. As a reaction SMILES: [CH3:1][C:2]1[O:6][C:5]([CH:7]([NH2:13])[C:8]2([CH3:12])[CH2:11][O:10][CH2:9]2)=[CH:4][CH:3]=1.C([O:16][C:17]1[C:20](=[O:21])[C:19](=O)[C:18]=1[NH:23][C:24]1[C:25]([OH:40])=[C:26]([CH:37]=[CH:38][CH:39]=1)[C:27]([N:29]1[CH2:33][CH2:32][CH2:31][C@@H:30]1[C:34]([OH:36])=[O:35])=[O:28])C>CO.C(OCC)C>[OH:40][C:25]1[C:24]([NH:23][C:18]2[C:17](=[O:16])[C:20](=[O:21])[C:19]=2[NH:13][CH:7]([C:5]2[O:6][C:2]([CH3:1])=[CH:3][CH:4]=2)[C:8]2([CH3:12])[CH2:9][O:10][CH2:11]2)=[CH:39][CH:38]=[CH:37][C:26]=1[C:27]([N:29]1[CH2:33][CH2:32][CH2:31][C@@H:30]1[C:34]([OH:36])=[O:35])=[O:28]. Reported procedure: 494 mg (2.73 mmol) of C-(5-methylfuran-2-yl)-C-(3-methyloxetan-3-yl)methylamine in 3 ml of methanol were added to a solution of 500 mg (1.34 mmol) of (R)-1-[3-(2-ethoxy-3,4-dioxocyclobut-1-enylamino)-2-hydroxy-benzoyl]pyrrolidine-2-carboxylic acid in 47 ml of methanol at 50° C. After 3 days, 248 mg (1.37 mmol) of C-(5-methylfuran-2-yl)-C-(3-methyloxetan-3-yl)methylamine were added. After 4 days, the reaction medium was concentrated to dryness. The reaction medium was taken up in ethyl acetate an...